This data is from the Open Reaction Database (ORD), a public repository of structured organic reaction records. The task is: describe an organic reaction: reactants, conditions, products, and yield Reactants: ClC1=C2C=C(NC2=CC(=C1)Cl)C(=O)OCC (ethyl 4,6-dichloroindole-2-carboxylate), solution, [H-].C(C)N(CC)[Al](N(CC)CC)N(CC)CC.[Na+] (sodium tris(diethylamino)aluminium hydride), aldehyde, Cl (HCl), material, NCCCNC=1NC2=CC=CC=C2C(C1)=O (2-(3-aminoprop-1-ylamino)-1H-quinolin-4-one), C(#N)[BH3-].[Na+] (sodium cyanoborohydride). Solvent: C1CCOC1 (THF), C(C)OCC (diethyl ether), O (water), CO.CC(=O)O (MeOH HOAc). Reaction conditions: time 20 minute. Product: ClC1=C2C=C(NC2=CC(=C1)Cl)CNCCCNC=1NC2=CC=CC=C2C(C1)=O (2-[3-(4,6-Dichloroindol-2-ylmethylamino)prop-1-ylamino]-1H-quinolin-4-one). As a reaction SMILES: [Cl:1][C:2]1[CH:10]=[C:9]([Cl:11])[CH:8]=[C:7]2[C:3]=1[CH:4]=[C:5]([C:12](OCC)=O)[NH:6]2.[H-].C(N([Al](N(CC)CC)N(CC)CC)CC)C.[Na+].Cl.[NH2:36][CH2:37][CH2:38][CH2:39][NH:40][C:41]1[NH:42][C:43]2[C:48]([C:49](=[O:51])[CH:50]=1)=[CH:47][CH:46]=[CH:45][CH:44]=2.C([BH3-])#N.[Na+]>C1COCC1.CO.CC(O)=O.C(OCC)C.O>[Cl:1][C:2]1[CH:10]=[C:9]([Cl:11])[CH:8]=[C:7]2[C:3]=1[CH:4]=[C:5]([CH2:12][NH:36][CH2:37][CH2:38][CH2:39][NH:40][C:41]1[NH:42][C:43]3[C:48]([C:49](=[O:51])[CH:50]=1)=[CH:47][CH:46]=[CH:45][CH:44]=3)[NH:6]2 |f:1.2.3,6.7,9.10|. Reported procedure: To ethyl 4,6-dichloroindole-2-carboxylate (0.258 g, 1 mmol) in THF (1 ml) at −78° C. under argon was added 1 ml of a solution of sodium tris(diethylamino)aluminium hydride (prepared from NaAlH4 (1 M in THF, 6 ml) and diethylamine (1.86 ml, 18 mmol), 70 min/0° C.). After 20 min at −78° C. the reaction was allowed to warm to 0° C. over 1 h before addition of 5 M HCl (1.5 ml), water (10 ml) and diethyl ether (50 ml). The phases were separated and the organic layer washed with brine, dried (MgSO4) a...